This data is from the Open Reaction Database (ORD), a public repository of structured organic reaction records. The task is: describe an organic reaction: reactants, conditions, products, and yield Starting materials: N#Cc1ccc(OCCCCBr)cc1, [Li]CCCC, Cc1cc(C)on1, CCOC(C)=O, [Cl-], [Na+], C1CCOC1. Product: Cc1cc(CCCCCOc2ccc(C#N)cc2)on1. RXN SMILES: [Br:13][CH2:14][CH2:15][CH2:16][CH2:17][O:18][c:19]1[cH:20][cH:21][c:22]([C:23]#[N:24])[cH:25][cH:26]1.[CH2:8]([Li:9])[CH2:10][CH2:11][CH3:12].[CH3:1][c:2]1[n:3][o:4][c:5]([CH3:7])[cH:6]1.[CH3:34][CH2:35][O:36][C:37](=[O:38])[CH3:39].[Cl-:28].[Na+:27].[O:29]1[CH2:30][CH2:31][CH2:32][CH2:33]1>>[CH3:1][c:2]1[n:3][o:4][c:5]([CH2:7][CH2:14][CH2:15][CH2:16][CH2:17][O:18][c:19]2[cH:20][cH:21][c:22]([C:23]#[N:24])[cH:25][cH:26]2)[cH:6]1. Starting materials: O (Water), COC1=C(C=CC=C1OC)C=C(C1=CC=NC=C1)NC=O (N-[2-(2,3-dimethoxyphenyl)-1-(4-pyridinyl)vinyl]formamide), [OH-].[Na+] (NaOH), Cl (HCl). Solvent: CO (methanol). Run at temperature 0 celsius, time 1 hour. Product: COC1=C(C=CC=C1OC)CC(=O)C1=CC=NC=C1 (2-(2,3-Dimethoxyphenyl)-1-(4-pyridinyl)ethanone). Reaction SMILES: [CH3:1][O:2][C:3]1[C:8]([O:9][CH3:10])=[CH:7][CH:6]=[CH:5][C:4]=1[CH:11]=[C:12](NC=O)[C:13]1[CH:18]=[CH:17][N:16]=[CH:15][CH:14]=1.Cl.[OH-:23].[Na+].O>CO>[CH3:1][O:2][C:3]1[C:8]([O:9][CH3:10])=[CH:7][CH:6]=[CH:5][C:4]=1[CH2:11][C:12]([C:13]1[CH:18]=[CH:17][N:16]=[CH:15][CH:14]=1)=[O:23] |f:2.3|. Procedure: To a stirred suspension of N-[2-(2,3-dimethoxyphenyl)-1-(4-pyridinyl)vinyl]formamide (45.2 g, 0.16 mol) in methanol (400 ml), cooled to 0° C., was added, dropwise, concentrated HCl (120 ml). After complete addition, the temperature was raised to between 35-40° C. for 2 h. The reaction was allowed to stand at ambient temperature for 1 h, and after cooling it in an ice bath, 50% aqueous NaOH was added dropwise until the mixture was basic. Water was added and the resulting white precipitate was col... Starting materials: COC(=O)C1=C(N(C=2N([C@@H]1C1=CC=C(C=C1)C#N)C(N(N2)CCCS(=O)(=O)CCCO[Si](C)(C)C(C)(C)C)=O)C2=CC(=CC=C2)C(F)(F)F)C ((R)-2-{3-[3-(tert-Butyl-dimethyl-silanyloxy)-propane-1-sulfonyl]-propyl}-5-(4-cyano-phenyl)-7-methyl-3-oxo-8-(3-trifluoromethyl-phenyl)-2,3,5,8-tetrahydro-[1,2,4]triazolo[4,3-a]pyrimidine-6-carboxylic acid methyl ester), CCCC[N+](CCCC)(CCCC)CCCC.[F-] (TBAF). The solvent is C1CCOC1 (THF), C1CCOC1 (THF). Reaction conditions: time 16 hour. Yields the product COC(=O)C1=C(N(C=2N([C@@H]1C1=CC=C(C=C1)C#N)C(N(N2)CCCS(=O)(=O)CCCO)=O)C2=CC(=CC=C2)C(F)(F)F)C ((R)-5-(4-Cyano-phenyl)-2-[3-(3-hydroxy-propane-1-sulfonyl)-propyl]-7-methyl-3-oxo-8-(3-trifluoromethyl-phenyl)-2,3,5,8-tetrahydro-[1,2,4]triazolo[4,3-a]pyrimidine-6-carboxylic acid methyl ester). The yield is 90.4%. As a reaction SMILES: [CH3:1][O:2][C:3]([C:5]1[C@@H:10]([C:11]2[CH:16]=[CH:15][C:14]([C:17]#[N:18])=[CH:13][CH:12]=2)[N:9]2[C:19](=[O:39])[N:20]([CH2:22][CH2:23][CH2:24][S:25]([CH2:28][CH2:29][CH2:30][O:31][Si](C(C)(C)C)(C)C)(=[O:27])=[O:26])[N:21]=[C:8]2[N:7]([C:40]2[CH:45]=[CH:44][CH:43]=[C:42]([C:46]([F:49])([F:48])[F:47])[CH:41]=2)[C:6]=1[CH3:50])=[O:4].CCCC[N+](CCCC)(CCCC)CCCC.[F-]>C1COCC1>[CH3:1][O:2][C:3]([C:5]1[C@@H:10]([C:11]2[CH:12]=[CH:13][C:14]([C:17]#[N:18])=[CH:15][CH:16]=2)[N:9]2[C:19](=[O:39])[N:20]([CH2:22][CH2:23][CH2:24][S:25]([CH2:28][CH2:29][CH2:30][OH:31])(=[O:26])=[O:27])[N:21]=[C:8]2[N:7]([C:40]2[CH:45]=[CH:44][CH:43]=[C:42]([C:46]([F:48])([F:47])[F:49])[CH:41]=2)[C:6]=1[CH3:50])=[O:4] |f:1.2|. Reported procedure: Intermediate 27 (620 mg, 0.85 mmol) was dissolved in THF (7 mL), and then a solution of 1 M TBAF in THF (1.3 ml, 1.3 mmol) was added. The reaction mixture was stirred at RT for 16 hours and then partitioned between EtOAc and water. The organic layer was separated, and the aqueous layer further extracted with EtOAc. The combined organic layers were washed with brine, dried (Na2SO4) and evaporated in vacuo. The resulting residue was purified by silica gel chromatography eluting with a gradient of ... Reactants: C1=C(C=CC=2CCCCC12)C(C(=O)OCC)=O (ethyl 5,6,7,8-tetrahydro-2-naphthylglyoxylate), C(C)(=O)O (acetic acid), O (water), [BH4-].[Na+] (sodium borohydride), ice. The solvent is C(C)O (ethanol), C(C)O (ethanol). Product: OC(C(=O)OCC)C1=CC=2CCCCC2C=C1 (ethyl 2-hydroxy-(5,6,7,8-tetrahydro-2-naphthyl)acetate). Yield: 99.1%. RXN SMILES: [BH4-].[Na+].[CH:3]1[C:12]2[CH2:11][CH2:10][CH2:9][CH2:8][C:7]=2[CH:6]=[CH:5][C:4]=1[C:13](=[O:19])[C:14]([O:16][CH2:17][CH3:18])=[O:15].C(O)(=O)C.O>C(O)C>[OH:19][CH:13]([C:4]1[CH:5]=[CH:6][C:7]2[CH2:8][CH2:9][CH2:10][CH2:11][C:12]=2[CH:3]=1)[C:14]([O:16][CH2:17][CH3:18])=[O:15] |f:0.1|. Procedure: A solution of sodium borohydride (2.0 g) in ethanol (100 ml) was added dropwise to an ice-cooled solution of ethyl 5,6,7,8-tetrahydro-2-naphthylglyoxylate (34.5 g) in ethanol (200 ml). After completion of dropwise addition, acetic acid (6 ml) was added and the reaction mixture was poured into water and extracted with chloroform. The chloroform layer was washed with water, dried (MgSO4) and the solvent was distilled off to give ethyl 2-hydroxy-(5,6,7,8-tetrahydro-2-naphthyl)acetate (34.5 g, yield... Starting materials: BrC=1C=CC(=C(C(=O)OC)C1)C (methyl 5-bromo-2-methylbenzoate), BrN1C(CCC1=O)=O (N-bromosuccinimide). The reagents and catalysts are CC(C)(C#N)N=NC(C)(C)C#N (AIBN). The solvent is C(C)(=O)OCC (ethyl acetate), FC(F)(F)C1=CC=CC=C1 (trifluoromethylbenzene). Run at temperature 90 celsius, time 4 hour. The product is BrC=1C=CC(=C(C(=O)OC)C1)CBr (methyl 5-bromo-2-(bromomethyl)benzoate). Isolated yield 69.0%. As a reaction SMILES: [Br:1][C:2]1[CH:3]=[CH:4][C:5]([CH3:12])=[C:6]([CH:11]=1)[C:7]([O:9][CH3:10])=[O:8].[Br:13]N1C(=O)CCC1=O>FC(C1C=CC=CC=1)(F)F.C(OCC)(=O)C.CC(N=NC(C#N)(C)C)(C#N)C>[Br:1][C:2]1[CH:3]=[CH:4][C:5]([CH2:12][Br:13])=[C:6]([CH:11]=1)[C:7]([O:9][CH3:10])=[O:8]. Reported procedure: To a solution of methyl 5-bromo-2-methylbenzoate (5.27 g) in trifluoromethylbenzene (50.0 mL) were added AIBN (0.04 g) and N-bromosuccinimide (4.50 g), and the mixture was stirred at 90° C. for 4 hr under argon atmosphere. The reaction mixture was diluted with ethyl acetate, and the mixture was washed with saturated brine. The organic layer was dried over anhydrous sodium sulfate, and the solvent was evaporated under reduced pressure. The residue was purified by silica gel column chromatography ... The reactants are BrCCCCCBr (1,5-dibromopentane), C1(=CC=CC=C1)CCO (benzeneethanol). Yields the product BrCCCCCOCCC1=CC=CC=C1 ([2-[(5-Bromopentyl)oxy]ethyl]benzene). RXN SMILES: Br[CH2:2][CH2:3][CH2:4][CH2:5][CH2:6][Br:7].[C:8]1([CH2:14][CH2:15][OH:16])[CH:13]=[CH:12][CH:11]=[CH:10][CH:9]=1>>[Br:7][CH2:6][CH2:5][CH2:4][CH2:3][CH2:2][O:16][CH2:15][CH2:14][C:8]1[CH:13]=[CH:12][CH:11]=[CH:10][CH:9]=1. Reported procedure: (3.8 g), T.l.c. [K] Rf 0.46 from 1,5-dibromopentane (11.3 g) and benzeneethanol (2 g). The reactants are CO, CN(C(=O)c1cc2c(s1)-c1ccc(CN=[N+]=[N-])cc1OCC2)c1ccccc1Cl. The product is CN(C(=O)c1cc2c(s1)-c1ccc(CN)cc1OCC2)c1ccccc1Cl. RXN SMILES: [CH3:30][OH:31].[N:1](=[N+:2]=[N-:3])[CH2:4][c:5]1[cH:6][cH:7][c:8]2[c:9]([cH:29]1)[O:10][CH2:11][CH2:12][c:13]1[c:14]-2[s:15][c:16]([C:18](=[O:19])[N:20]([CH3:21])[c:22]2[c:23]([Cl:28])[cH:24][cH:25][cH:26][cH:27]2)[cH:17]1>>[NH2:1][CH2:4][c:5]1[cH:6][cH:7][c:8]2[c:9]([cH:29]1)[O:10][CH2:11][CH2:12][c:13]1[c:14]-2[s:15][c:16]([C:18](=[O:19])[N:20]([CH3:21])[c:22]2[c:23]([Cl:28])[cH:24][cH:25][cH:26][cH:27]2)[cH:17]1. The reactants are O=C([O-])[O-], CC#N, BrCC1CC1, COC(=O)c1ccc(Cl)c(S)c1C, [Cs+], [Cs+]. The product is COC(=O)c1ccc(Cl)c(SCC2CC2)c1C. As a reaction SMILES: [C:1](=[O:2])([O-:3])[O-:4].[CH3:25][C:26]#[N:27].[CH:20]1([CH2:23][Br:24])[CH2:21][CH2:22]1.[Cl:7][c:8]1[c:9]([SH:19])[c:10]([CH3:18])[c:11]([C:12](=[O:13])[O:14][CH3:15])[cH:16][cH:17]1.[Cs+:5].[Cs+:6]>>[Cl:7][c:8]1[c:9]([S:19][CH2:23][CH:20]2[CH2:21][CH2:22]2)[c:10]([CH3:18])[c:11]([C:12](=[O:13])[O:14][CH3:15])[cH:16][cH:17]1. Reactants: B (Borane), FC(OC1=C(C=CC=C1)S(=O)(=O)C1=CC=C(C#N)C=C1)(F)F (4-(2-(trifluoromethoxy)phenylsulfonyl)benzonitrile), B (borane). The solvent is C1CCOC1 (THF). The product is FC(OC1=C(C=CC=C1)S(=O)(=O)C1=CC=C(C=C1)CN)(F)F ((4-(2-(Trifluoromethoxy)phenylsulfonyl)phenyl)methanamine). Yield: 46.3%. RXN SMILES: [F:1][C:2]([F:22])([F:21])[O:3][C:4]1[CH:9]=[CH:8][CH:7]=[CH:6][C:5]=1[S:10]([C:13]1[CH:20]=[CH:19][C:16]([C:17]#[N:18])=[CH:15][CH:14]=1)(=[O:12])=[O:11].B>C1COCC1>[F:22][C:2]([F:1])([F:21])[O:3][C:4]1[CH:9]=[CH:8][CH:7]=[CH:6][C:5]=1[S:10]([C:13]1[CH:20]=[CH:19][C:16]([CH2:17][NH2:18])=[CH:15][CH:14]=1)(=[O:12])=[O:11]. Reported procedure: In a 100 mL round-bottomed flask was added 4-(2-(trifluoromethoxy)phenylsulfonyl)benzonitrile (900 mg, 2.75 mmol) in THF (Volume: 25 mL) to give a colorless solution. Borane (1 molar in THF, 6.87 mL, 6.87 mmol) was added and the mixture heated to reflux and monitored by TLC. TLC appeared to show little reaction after 3 hours, so heated overnight. TLC did not change so added 2 additional equivalents of borane and refluxed for an additional two hours. The reaction was then cooled and slowly quench...